This data is from the Open Reaction Database (ORD), a public repository of structured organic reaction records. The task is: describe an organic reaction: reactants, conditions, products, and yield Reactants: C(C)(=O)OCC([C@H]1[C@@H](C[C@H]2[C@@H]3C=C(C4=CC(CC[C@]4(C)[C@H]3[C@H](C[C@]12C)O)=O)Cl)C)=O (21-acetoxy-6-chloro-11β-hydroxy-16α-methyl-4,6-pregnadiene-3,20-dione), O1CCCC1 (tetrahydrofuran), O1CCCC1 (tetrahydrofuran), Br.[NH+]1=CC=CC=C1 (pyridinium hydrobromide). Run in CC(=O)C (acetone). Yields the product C(C)(=O)OCC([C@H]1[C@@H](C[C@H]2[C@@H]3C=C(C4=CC(C=C[C@]4(C)[C@H]3[C@H](C[C@]12C)O)=O)Cl)C)=O (21-acetoxy-6-chloro-11β-hydroxy-16α-methyl-1,4,6-pregnatriene-3,20-dione). RXN SMILES: [C:1]([O:4][CH2:5][C:6](=[O:30])[C@@H:7]1[C@:24]2([CH3:25])[C@H:10]([C@H:11]3[C@H:21]([C@@H:22]([OH:26])[CH2:23]2)[C@:19]2([CH3:20])[C:14](=[CH:15][C:16](=[O:27])[CH2:17][CH2:18]2)[C:13]([Cl:28])=[CH:12]3)[CH2:9][C@H:8]1[CH3:29])(=[O:3])[CH3:2].O1CCCC1.Br.[NH+]1C=CC=CC=1>CC(C)=O>[C:1]([O:4][CH2:5][C:6](=[O:30])[C@@H:7]1[C@:24]2([CH3:25])[C@H:10]([C@H:11]3[C@H:21]([C@@H:22]([OH:26])[CH2:23]2)[C@:19]2([CH3:20])[C:14](=[CH:15][C:16](=[O:27])[CH:17]=[CH:18]2)[C:13]([Cl:28])=[CH:12]3)[CH2:9][C@H:8]1[CH3:29])(=[O:3])[CH3:2] |f:2.3|. Procedure details: A solution of 10.45 g. of 21-acetoxy-6-chloro-11β-hydroxy-16α-methyl-4,6-pregnadiene-3,20-dione in 80 ml. of tetrahydrofuran is combined with 6.5 g. of pyridinium hydrobromide perbromide in 26 ml. of tetrahydrofuran and agitated for 20 minutes at 25°. Subsequently, 0.6 ml. of acetone is added thereto and the mixture is filtered. The filtrate is concentrated under vacuum to a volume of 10 ml., and combined with 80 ml. of dimethylformamide, 4.5 g. of lithium carbonate, as well as 1.62 g. of lithiu...